Dataset: the Open Reaction Database (ORD), a public repository of structured organic reaction records. Task: describe an organic reaction: reactants, conditions, products, and yield The reactants are Cl.Cl.NC[C@H](O)C=1C=NC=CC1 ((1R)-2-amino-1-(3-pyridyl)ethanol dihydrochloride), BrC1=CC=C(C=C1)CCC(=O)O (3-(4-bromophenyl)propionic acid), Cl.CN(CCCN=C=NCC)C (1-(3-dimethylaminopropyl)-3-ethylcarbodiimide hydrochloride), O.ON1N=NC2=C1C=CC=C2 (1-hydroxybenzotriazole hydrate), [OH-].[Na+] (sodium hydroxide). The solvent is C(C)N(CC)CC (triethylamine), CN(C=O)C (N,N-dimethylformamide), O (water). Run at time 1.5 hour. Yields the product BrC1=CC=C(C=C1)CCC(=O)NC[C@@H](C=1C=NC=CC1)O (3-(4-bromophenyl)-N-[(2R)-2-hydroxy-2-(3-pyridyl)ethyl]propanamide). The yield is 90.0%. As a reaction SMILES: Cl.Cl.[NH2:3][CH2:4][C@@H:5]([C:7]1[CH:8]=[N:9][CH:10]=[CH:11][CH:12]=1)[OH:6].[Br:13][C:14]1[CH:19]=[CH:18][C:17]([CH2:20][CH2:21][C:22](O)=[O:23])=[CH:16][CH:15]=1.Cl.CN(C)CCCN=C=NCC.O.ON1C2C=CC=CC=2N=N1.[OH-].[Na+]>CN(C)C=O.O.C(N(CC)CC)C>[Br:13][C:14]1[CH:15]=[CH:16][C:17]([CH2:20][CH2:21][C:22]([NH:3][CH2:4][C@H:5]([OH:6])[C:7]2[CH:8]=[N:9][CH:10]=[CH:11][CH:12]=2)=[O:23])=[CH:18][CH:19]=1 |f:0.1.2,4.5,6.7,8.9|. Reported procedure: To a suspension of (1R)-2-amino-1-(3-pyridyl)ethanol dihydrochloride (2.90 g), 3-(4-bromophenyl)propionic acid (3.30 g), 1-(3-dimethylaminopropyl)-3-ethylcarbodiimide hydrochloride (2.77 g) and 1-hydroxybenzotriazole hydrate (2.92 g) in N,N-dimethylformamide (30 ml) was added triethylamine (4.02 ml) at 4° C. The mixture was stirred at room temperature for 1.5 hours. The reaction mixture was poured into water (145 ml) and the pH was adjusted to 10 with 24% aqueous sodium hydroxide solution at 4° ... The reactants are O=C1N(C2=CC=CC=C2C(=C1)C(=O)OC(C)(C)C)C1=NC=CC(=C1)C1=C(C(=CC2=CC(=C(C=C12)OC)OC)CO)CO (1-[2-(2-Oxo-4-tert-butoxycarbonyl-1,2-dihydroquinolin-1-yl)-4-pyridyl]-2,3-bis(hydroxymethyl)-6,7-dimethoxynaphthalene), solution, Cl (hydrogen chloride). The solvent is O1CCOCC1 (dioxane). Run at time 8 hour. Product: O=C1N(C2=CC=CC=C2C(=C1)C(=O)O)C1=NC=CC(=C1)C1=C(C(=CC2=CC(=C(C=C12)OC)OC)CO)CO (1-[2-(2-oxo-4-carboxy-1,2-dihydroquinolin-1-yl)-4-pyridyl]-2,3-bis(hydroxymethyl)-6,7-dimethoxynaphthalene). The yield is 47.4%. As a reaction SMILES: [O:1]=[C:2]1[CH:11]=[C:10]([C:12]([O:14]C(C)(C)C)=[O:13])[C:9]2[C:4](=[CH:5][CH:6]=[CH:7][CH:8]=2)[N:3]1[C:19]1[CH:24]=[C:23]([C:25]2[C:34]3[C:29](=[CH:30][C:31]([O:37][CH3:38])=[C:32]([O:35][CH3:36])[CH:33]=3)[CH:28]=[C:27]([CH2:39][OH:40])[C:26]=2[CH2:41][OH:42])[CH:22]=[CH:21][N:20]=1.Cl>O1CCOCC1>[O:1]=[C:2]1[CH:11]=[C:10]([C:12]([OH:14])=[O:13])[C:9]2[C:4](=[CH:5][CH:6]=[CH:7][CH:8]=2)[N:3]1[C:19]1[CH:24]=[C:23]([C:25]2[C:34]3[C:29](=[CH:30][C:31]([O:37][CH3:38])=[C:32]([O:35][CH3:36])[CH:33]=3)[CH:28]=[C:27]([CH2:39][OH:40])[C:26]=2[CH2:41][OH:42])[CH:22]=[CH:21][N:20]=1. Procedure: 1-[2-(2-Oxo-4-tert-butoxycarbonyl-1,2-dihydroquinolin-1-yl)-4-pyridyl]-2,3-bis(hydroxymethyl)-6,7-dimethoxynaphthalene (0.96 g) is added to a 4 M solution of hydrogen chloride in dioxane (25 ml) under ice-cooling, and the mixture is stirred at room temperature overnight. The mixture is concentrated under reduced pressure to remove the solvent, and the residue is purified by silica gel column chromatography (solvent; chloroform:methanol:acetic acid=90:10:3), and crystallized from ethyl acetate to... Reactants: C1(=CC=CC=C1)COC([C@@H](NC(=O)OC(C)(C)C)CC1CCCCC1)=O (N-[(1,1-dimethylethoxy)carbonyl]-3-cyclohexyl-(L)-alanine phenylmethyl ester), FC(C(=O)O)(F)F (trifluoroacetic acid). Solvent: ClCCl (dichloromethane). Reaction conditions: time 8 hour. Product: FC(C(=O)O)(F)F.C1(=CC=CC=C1)COC([C@@H](N)CC1CCCCC1)=O (3-cyclohexyl-(L)-alanine phenylmethyl ester trifluoroacetate). As a reaction SMILES: [C:1]1([CH2:7][O:8][C:9](=[O:26])[C@H:10]([CH2:19][CH:20]2[CH2:25][CH2:24][CH2:23][CH2:22][CH2:21]2)[NH:11]C(OC(C)(C)C)=O)[CH:6]=[CH:5][CH:4]=[CH:3][CH:2]=1.[F:27][C:28]([F:33])([F:32])[C:29]([OH:31])=[O:30]>ClCCl>[F:27][C:28]([F:33])([F:32])[C:29]([OH:31])=[O:30].[C:1]1([CH2:7][O:8][C:9](=[O:26])[C@H:10]([CH2:19][CH:20]2[CH2:21][CH2:22][CH2:23][CH2:24][CH2:25]2)[NH2:11])[CH:6]=[CH:5][CH:4]=[CH:3][CH:2]=1 |f:3.4|. Procedure details: To a stirred solution of 35.3 g (94.5 mmole) of N-[(1,1-dimethylethoxy)carbonyl]-3-cyclohexyl-(L)-alanine phenylmethyl ester in 100 mL of dichloromethane at 17° C. is added 100 mL of trifluoroacetic acid over 15 minutes during which time the reaction mixture temperature rises to 21° C. The reaction mixture is stirred overnight, then is concentrated in vacuo. The residue is azeotroped with dichloromethane, toluene and methyl tert-butyl ether. The resulting oil is subjected to high vacuum to affor... The reactants are CN(CCN1CCCC1)S(=O)(=O)c1ccc(Br)cc1, O=C([O-])[O-], Cc1cc(-c2c(Cl)cccc2Cl)cc2nnc(N)nc12, [Cs+], [Cs+], C1COCCO1, O=C(C=Cc1ccccc1)C=Cc1ccccc1, O=C(C=Cc1ccccc1)C=Cc1ccccc1, O=C(C=Cc1ccccc1)C=Cc1ccccc1, [Pd], [Pd]. Yields the product Cc1cc(-c2c(Cl)cccc2Cl)cc2nnc(Nc3ccc(S(=O)(=O)N(C)CCN4CCCC4)cc3)nc12. As a reaction SMILES: [Br:1][c:2]1[cH:3][cH:4][c:5]([S:8](=[O:9])(=[O:10])[N:11]([CH2:12][CH2:13][N:14]2[CH2:15][CH2:16][CH2:17][CH2:18]2)[CH3:19])[cH:6][cH:7]1.[C:40](=[O:41])([O-:42])[O-:43].[Cl:20][c:21]1[c:22](-[c:28]2[cH:29][c:30]3[c:31]([n:32][c:33]([NH2:36])[n:34][n:35]3)[c:37]([CH3:39])[cH:38]2)[c:23]([Cl:27])[cH:24][cH:25][cH:26]1.[Cs+:44].[Cs+:45].[O:46]1[CH2:47][CH2:48][O:49][CH2:50][CH2:51]1.[O:54]=[C:55]([CH:56]=[CH:57][c:58]1[cH:59][cH:60][cH:61][cH:62][cH:63]1)[CH:64]=[CH:65][c:66]1[cH:67][cH:68][cH:69][cH:70][cH:71]1.[O:72]=[C:73]([CH:74]=[CH:75][c:76]1[cH:77][cH:78][cH:79][cH:80][cH:81]1)[CH:82]=[CH:83][c:84]1[cH:85][cH:86][cH:87][cH:88][cH:89]1.[O:90]=[C:91]([CH:92]=[CH:93][c:94]1[cH:95][cH:96][cH:97][cH:98][cH:99]1)[CH:100]=[CH:101][c:102]1[cH:103][cH:104][cH:105][cH:106][cH:107]1.[Pd:52].[Pd:53]>>[c:2]1([NH:36][c:33]2[n:32][c:31]3[c:30]([cH:29][c:28](-[c:22]4[c:21]([Cl:20])[cH:26][cH:25][cH:24][c:23]4[Cl:27])[cH:38][c:37]3[CH3:39])[n:35][n:34]2)[cH:3][cH:4][c:5]([S:8](=[O:9])(=[O:10])[N:11]([CH2:12][CH2:13][N:14]2[CH2:15][CH2:16][CH2:17][CH2:18]2)[CH3:19])[cH:6][cH:7]1. Reactants: [N+](=O)(O)[O-] (nitric acid), COC=1C=C(C=CC1)O (3-methoxyphenol), N(=O)[O-].[Na+] (NaNO2). The solvent is O (Water), C(CC)(=O)O (propionic acid), O (water). Conditions: temperature -5 celsius, time 1 hour. The product is COC=1C=CC(=C(C1)O)[N+](=O)[O-] (5-methoxy-2-nitro-phenol). Isolated yield 54.8%. RXN SMILES: [CH3:1][O:2][C:3]1[CH:4]=[C:5]([OH:9])[CH:6]=[CH:7][CH:8]=1.[N:10]([O-:12])=[O:11].[Na+].[N+]([O-])(O)=O>C(O)(=O)CC.O>[CH3:1][O:2][C:3]1[CH:8]=[CH:7][C:6]([N+:10]([O-:12])=[O:11])=[C:5]([OH:9])[CH:4]=1 |f:1.2|. Procedure details: A solution of 3-methoxyphenol (10 g, 80.55 mmol) in propionic acid (80 mL) was treated at −5° C. with a solution of NaNO2 (5.61 g, 81.30 mmol) in water (13 mL). After stirring for 1 h at −5° C., nitric acid (6.7 mL, 161.10 mmol) was added. The slurry was stirred for 1 h at −5° C., and then at room temperature for 16 h. Water (80 mL) was then added in a dropwise fashion at room temperature. The resultant solid was filtered, washed with 50% aqueous propionic acid, and dried to give 7.47 g (55%) of... Reactants: NC1=CC=C2C=NN(C2=C1)C1CCN(CC1)CC1=CC=C(C=C1)C(C(F)(F)F)(C(F)(F)F)O (2-(4-((4-(6-Amino-1H-indazol-1-yl)piperidin-1-yl)methyl)phenyl)-1,1,1,3,3,3-hexafluoropropan-2-ol), C(OC1=CC=C(C=C1)[N+](=O)[O-])(=O)Cl (4-nitrophenyl carbonochloridate), C1(CC1)CN (Cyclopropylmethanamine). Solvent: ClCCl (dichloromethane). Run at time 2 hour. Yields the product C1(CC1)CNC(=O)NC1=CC=C2C=NN(C2=C1)C1CCN(CC1)CC1=CC=C(C=C1)C(C(F)(F)F)(C(F)(F)F)O (1-(Cyclopropylmethyl)-3-(1-(1-(4-(1,1,1,3,3,3-hexafluoro-2-hydroxypropan-2-yl)benzyl)piperidin-4-yl)-1H-indazol-6-yl)urea). Yield: 77.0%. As a reaction SMILES: [NH2:1][C:2]1[CH:10]=[C:9]2[C:5]([CH:6]=[N:7][N:8]2[CH:11]2[CH2:16][CH2:15][N:14]([CH2:17][C:18]3[CH:23]=[CH:22][C:21]([C:24]([OH:33])([C:29]([F:32])([F:31])[F:30])[C:25]([F:28])([F:27])[F:26])=[CH:20][CH:19]=3)[CH2:13][CH2:12]2)=[CH:4][CH:3]=1.[C:34](Cl)(=O)[O:35]C1C=CC([N+]([O-])=O)=CC=1.[CH:47]1([CH2:50][NH2:51])[CH2:49][CH2:48]1>ClCCl>[CH:47]1([CH2:50][NH:51][C:34]([NH:1][C:2]2[CH:10]=[C:9]3[C:5]([CH:6]=[N:7][N:8]3[CH:11]3[CH2:16][CH2:15][N:14]([CH2:17][C:18]4[CH:19]=[CH:20][C:21]([C:24]([OH:33])([C:25]([F:26])([F:27])[F:28])[C:29]([F:32])([F:31])[F:30])=[CH:22][CH:23]=4)[CH2:13][CH2:12]3)=[CH:4][CH:3]=2)=[O:35])[CH2:49][CH2:48]1. Procedure: 2-(4-((4-(6-Amino-1H-indazol-1-yl)piperidin-1-yl)methyl)phenyl)-1,1,1,3,3,3-hexafluoropropan-2-ol (0.212 mmol, 0.1 g) and 4-nitrophenyl carbonochloridate (0.212 mmol, 0.043 g) were combined and stirred in dichloromethane (2 mL) for 1 hour. Cyclopropylmethanamine (0.423 mmol, 0.037 mL, 0.030 g) was added and the reaction stirred at room temperature for 2 hours. The organic was washed with water and dried over sodium sulfate. The solvent was removed and the resulting residue was purified by silica...